This data is from the Open Reaction Database (ORD), a public repository of structured organic reaction records. The task is: describe an organic reaction: reactants, conditions, products, and yield Yield: 59.0%. Procedure: 3 ml of 50% by volume aqueous dimethylamine were added to a solution of 0.45 g of 2-[2-(3-phenylpropyl)phenoxymethyl]oxirane [prepared as described in step (a) above] in 10 ml of tetrahydrofuran, and the mixture was stirred at room temperature for one day. At the end of this time, the solvent was removed by distillation under reduced pressure, and the resulting residue was purified by column chromatography through silica gel, using a 20:1 by volume mixture of methylene chloride and methanol as t... Reactants: CNC (dimethylamine), C1(=CC=CC=C1)CCCC1=C(OCC2OC2)C=CC=C1 (2-[2-(3-phenylpropyl)phenoxymethyl]oxirane). Run in O1CCCC1 (tetrahydrofuran). Product: CN(C)CC(COC1=C(C=CC=C1)CCCC1=CC=CC=C1)O (3-(N,N-Dimethylamino)-1-[2-(3-phenylpropyl)phenoxy]-2-propanol). As a reaction SMILES: [CH3:1][NH:2][CH3:3].[C:4]1([CH2:10][CH2:11][CH2:12][C:13]2[CH:23]=[CH:22][CH:21]=[CH:20][C:14]=2[O:15][CH2:16][CH:17]2[CH2:19][O:18]2)[CH:9]=[CH:8][CH:7]=[CH:6][CH:5]=1>O1CCCC1>[CH3:1][N:2]([CH2:19][CH:17]([OH:18])[CH2:16][O:15][C:14]1[CH:20]=[CH:21][CH:22]=[CH:23][C:13]=1[CH2:12][CH2:11][CH2:10][C:4]1[CH:5]=[CH:6][CH:7]=[CH:8][CH:9]=1)[CH3:3]. Conditions: time 1 day. Reactants: Cc1cc2cc(Br)ccc2[nH]1, CC(C)(C)OC(=O)OC(C)(C)C, CC#N, CN(C)c1ccncc1, CCOC(C)=O. The product is Cc1cc2cc(Br)ccc2n1C(=O)OC(C)(C)C. Reaction SMILES: [Br:1][c:2]1[cH:3][c:4]2[cH:5][c:6]([CH3:11])[nH:7][c:8]2[cH:9][cH:10]1.[C:12]([CH3:13])([CH3:14])([CH3:15])[O:16][C:17]([O:18][C:20]([CH3:21])([CH3:22])[CH3:23])=[O:19].[CH3:24][C:25]#[N:26].[CH3:27][N:28]([CH3:29])[c:30]1[cH:31][cH:32][n:33][cH:34][cH:35]1.[CH3:36][CH2:37][O:38][C:39]([CH3:40])=[O:41]>>[Br:1][c:2]1[cH:3][c:4]2[cH:5][c:6]([CH3:11])[n:7]([C:17]([O:16][C:12]([CH3:13])([CH3:14])[CH3:15])=[O:18])[c:8]2[cH:9][cH:10]1.